This data is from the Open Reaction Database (ORD), a public repository of structured organic reaction records. The task is: describe an organic reaction: reactants, conditions, products, and yield The reactants are ClC=1C=CC2=C(CCC=3C(=NC=CC3SC)C2=C2CCN(CC2)C(CC=2C=NC=CC2)=O)C1 (4-[8-CHLORO-4-(METHYLTHIO)-5,6-DIHYDRO-11H-BENZO[5,6]CYCLOHEPTA[1,2-b]PYRIDIN-11-YLIDENE]-1-(3-PYRIDINYLACETYL)-PIPERIDINE), OO (hydrogen peroxide). Solvent: C1CCOC1 (THF). Conditions: temperature 73 celsius, time 12 hour. The product is ClC=1C=CC2=C(CCC=3C(=NC=CC3S(=O)C)C2=C2CCN(CC2)C(CC=2C=NC=CC2)=O)C1 (4-[8-CHLORO-4-(METHYLSULFINYL)-5,6-DIHYDRO-11H-BENZO[5,6]CYCLOHEPTA[1,2-b]PYRIDIN-11-YLIDENE]-1-(3-PYRIDINYLACETYL)-PIPERIDINE). RXN SMILES: [Cl:1][C:2]1[CH:3]=[CH:4][C:5]2[C:17](=[C:18]3[CH2:23][CH2:22][N:21]([C:24](=[O:32])[CH2:25][C:26]4[CH:27]=[N:28][CH:29]=[CH:30][CH:31]=4)[CH2:20][CH2:19]3)[C:10]3=[N:11][CH:12]=[CH:13][C:14]([S:15][CH3:16])=[C:9]3[CH2:8][CH2:7][C:6]=2[CH:33]=1.[OH:34]O>C1COCC1>[Cl:1][C:2]1[CH:3]=[CH:4][C:5]2[C:17](=[C:18]3[CH2:19][CH2:20][N:21]([C:24](=[O:32])[CH2:25][C:26]4[CH:27]=[N:28][CH:29]=[CH:30][CH:31]=4)[CH2:22][CH2:23]3)[C:10]3=[N:11][CH:12]=[CH:13][C:14]([S:15]([CH3:16])=[O:34])=[C:9]3[CH2:8][CH2:7][C:6]=2[CH:33]=1. Reported procedure: To the title compound from Example 255 (0.18 grams) dissolved in anhydrous THF (10 mL) was added 30% aqueous hydrogen peroxide (3 mL) and the resulting solution was stirred for 12 hours at 73° C. The solution was concentrated in vacuo, diluted with CH2Cl2, and washed with water. The organic phase was dried over anhydrous MgSO4 and concentrated in vacuo to afford the title compound after preparative plate chromatography (silica gel) using 3% MeOH-CH2Cl2 (0.04 grams, 26%, MH+ 492). RXN SMILES: [C:36]([CH:37]([CH3:38])[CH3:39])(=[O:40])[Cl:41].[Cl:42][CH2:43][Cl:44].[F:1][c:2]1[cH:3][c:4]2[c:9]([cH:10][cH:11]1)[CH:8]([CH:12]([CH3:13])[CH3:14])[C:7]([OH:15])([CH2:16][CH2:17][N:18]([CH3:19])[CH2:20][CH2:21][CH2:22][N:23]([CH2:24][C:25]([CH2:26][O:27][CH3:28])([CH3:29])[CH2:30][O:31][CH3:32])[CH2:33][CH2:34][F:35])[CH2:6][CH2:5]2>>[F:1][c:2]1[cH:3][c:4]2[c:9]([cH:10][cH:11]1)[CH:8]([CH:12]([CH3:13])[CH3:14])[C:7]([O:15][C:36]([CH:37]([CH3:38])[CH3:39])=[O:40])([CH2:16][CH2:17][N:18]([CH3:19])[CH2:20][CH2:21][CH2:22][N:23]([CH2:24][C:25]([CH2:26][O:27][CH3:28])([CH3:29])[CH2:30][O:31][CH3:32])[CH2:33][CH2:34][F:35])[CH2:6][CH2:5]2. Reactants: CC(C)C(=O)Cl, ClCCl, COCC(C)(COC)CN(CCF)CCCN(C)CCC1(O)CCc2cc(F)ccc2C1C(C)C. The product is COCC(C)(COC)CN(CCF)CCCN(C)CCC1(OC(=O)C(C)C)CCc2cc(F)ccc2C1C(C)C. Product: Cc1ccc(-c2ccccc2C(=O)O)c(Cl)c1. As a reaction SMILES: [CH2:1]([CH3:2])[O:3][C:4](=[O:5])[c:6]1[c:7](-[c:12]2[c:13]([Cl:19])[cH:14][c:15]([CH3:18])[cH:16][cH:17]2)[cH:8][cH:9][cH:10][cH:11]1.[CH3:22][CH2:23][OH:24].[Na+:21].[OH-:20]>>[O:3]=[C:4]([OH:5])[c:6]1[c:7](-[c:12]2[c:13]([Cl:19])[cH:14][c:15]([CH3:18])[cH:16][cH:17]2)[cH:8][cH:9][cH:10][cH:11]1. The reactants are CCOC(=O)c1ccccc1-c1ccc(C)cc1Cl, CCO, [Na+], [OH-]. Starting materials: ClC(C)OC(N(C[C@H]1CN(C(O1)=O)C1=CC(=C(C=C1)C1CCS(CC1)(=O)=O)F)C(C)=O)=O (Acetyl-{3-[4-(1,1-dioxo-hexahydro-1λ6-thiopyran-4-yl)-3-fluoro-phenyl]-2-oxo-oxazolidin 5(R)-ylmethyl}-carbamic acid 1(R,S)-chloro-ethyl ester), CC(C(=O)[O-])(C)C.[Cs+] (cesium 2,2-dimethyl-propionate), [I-].[Na+] (sodium iodide), C(C)#N (acetonitrile). Solvent: O (water). The product is C(C)(=O)N(C(=O)OC(C)OC(C(C)(C)C)=O)C[C@H]1CN(C(O1)=O)C1=CC(=C(C=C1)C1CCS(CC1)(=O)=O)F (2,2-dimethyl-propionic acid 1-(acetyl-{3-[4-(1,1-dioxo-hexahydro-1λ6-thiopyran-4-yl)-3-fluoro-phenyl]-2-oxo-oxazolidin-5(R)-ylmethyl}-carbamoyloxy)-ethyl ester). Yield: 30.0%. As a reaction SMILES: Cl[CH:2]([O:4][C:5](=[O:32])[N:6]([C:29](=[O:31])[CH3:30])[CH2:7][C@@H:8]1[O:12][C:11](=[O:13])[N:10]([C:14]2[CH:19]=[CH:18][C:17]([CH:20]3[CH2:25][CH2:24][S:23](=[O:27])(=[O:26])[CH2:22][CH2:21]3)=[C:16]([F:28])[CH:15]=2)[CH2:9]1)[CH3:3].[CH3:33][C:34]([CH3:39])([CH3:38])[C:35]([O-:37])=[O:36].[Cs+].[I-].[Na+].C(#N)C>O>[C:29]([N:6]([CH2:7][C@@H:8]1[O:12][C:11](=[O:13])[N:10]([C:14]2[CH:19]=[CH:18][C:17]([CH:20]3[CH2:25][CH2:24][S:23](=[O:27])(=[O:26])[CH2:22][CH2:21]3)=[C:16]([F:28])[CH:15]=2)[CH2:9]1)[C:5]([O:4][CH:2]([O:37][C:35](=[O:36])[C:34]([CH3:39])([CH3:38])[CH3:33])[CH3:3])=[O:32])(=[O:31])[CH3:30] |f:1.2,3.4|. Reported procedure: Acetyl-{3-[4-(1,1-dioxo-hexahydro-1λ6-thiopyran-4-yl)-3-fluoro-phenyl]-2-oxo-oxazolidin-5(R)-ylmethyl}-carbamic acid 1-chloro-ethyl ester (11) (0.40 g, 0.81 mmol), cesium 2,2-dimethyl-propionate (0.38 g, 1.63 mmol), sodium iodide (0.121 g, 0.81 mmol) and acetonitrile (25 mL) are heated to reflux overnight. After cooling to RT, water is added and the reaction mixture is extracted with EtOAc and then with dichloromethane. The organic phases are washed separately with brine and then the organic lay... Reactants: ClC1=CC=C2C=CC(=NC2=C1)COC1=CC2=C(OCC3=C(C2S)C=CC=C3)C=C1 (2-(7-Chloroquinolin-2-yl)methoxy-11-mercapto-6,11-dihydrodibenz[b,e]oxepine), BrCCCCCC(=O)OCC (ethyl 6-bromohexanoate). The product is C(=O)(O)CCCCCSC1C2=C(OCC3=C1C=CC=C3)C=CC(=C2)OCC2=NC3=CC(=CC=C3C=C2)Cl (11-(5-Carboxypentylthio)-2-(7-chloroquinolin-2-yl)methoxy-6,11-dihydrodibenz[b,e]oxepine). RXN SMILES: [Cl:1][C:2]1[CH:11]=[C:10]2[C:5]([CH:6]=[CH:7][C:8]([CH2:12][O:13][C:14]3[CH:29]=[CH:28][C:17]4[O:18][CH2:19][C:20]5[CH:27]=[CH:26][CH:25]=[CH:24][C:21]=5[CH:22]([SH:23])[C:16]=4[CH:15]=3)=[N:9]2)=[CH:4][CH:3]=1.Br[CH2:31][CH2:32][CH2:33][CH2:34][CH2:35][C:36]([O:38]CC)=[O:37]>>[C:36]([CH2:35][CH2:34][CH2:33][CH2:32][CH2:31][S:23][CH:22]1[C:21]2[CH:24]=[CH:25][CH:26]=[CH:27][C:20]=2[CH2:19][O:18][C:17]2[CH:28]=[CH:29][C:14]([O:13][CH2:12][C:8]3[CH:7]=[CH:6][C:5]4[C:10](=[CH:11][C:2]([Cl:1])=[CH:3][CH:4]=4)[N:9]=3)=[CH:15][C:16]1=2)([OH:38])=[O:37]. Procedure details: 2-(7-Chloroquinolin-2-yl)methoxy-11-mercapto-6,11-dihydrodibenz[b,e]oxepine and ethyl 6-bromohexanoate were used and reacted in the same manner as in Example 24 to obtain the title compound. The reactants are [Na] (sodium), N (ammonia), C(C)OC(CC1=CC2=C(SCC3=C(C2=O)C=CC=C3)C=C1)=O (6,11-dihydro-11-oxo-dibenzo[b,e]thiepine-2-acetic acid ethyl ester), CI (methyl iodide). Reagents/catalysts: [N+](=O)([O-])[O-].[Fe+3].[N+](=O)([O-])[O-].[N+](=O)([O-])[O-] (iron (III) nitrate). Solvent: CCOCC (ether), CCOCC (ether). Conditions: time 15 minute. Yields the product C(C)OC(C(C1=CC2=C(SCC3=C(C2=O)C=CC=C3)C=C1)C)=O (6,11-dihydro-(α-methyl)-11-oxo-dibenzo[b,e]thiepine-2-acetic acid ethyl ester). RXN SMILES: [Na].N.[CH2:3]([O:5][C:6](=[O:24])[CH2:7][C:8]1[CH:23]=[CH:22][C:11]2[S:12][CH2:13][C:14]3[CH:21]=[CH:20][CH:19]=[CH:18][C:15]=3[C:16](=[O:17])[C:10]=2[CH:9]=1)[CH3:4].[CH3:25]I>CCOCC.[N+]([O-])([O-])=O.[Fe+3].[N+]([O-])([O-])=O.[N+]([O-])([O-])=O>[CH2:3]([O:5][C:6](=[O:24])[CH:7]([CH3:25])[C:8]1[CH:23]=[CH:22][C:11]2[S:12][CH2:13][C:14]3[CH:21]=[CH:20][CH:19]=[CH:18][C:15]=3[C:16](=[O:17])[C:10]=2[CH:9]=1)[CH3:4] |f:5.6.7.8,^1:0|. Procedure: 2.4 G of finely cut sodium are added portionwise to 300 cc of ammonia condensed at -40°, with the addition of 200 mg of iron (III) nitrate. Stirring is effected for 30 minutes at the same temperature and 300 cc of ether are subsequently allowed to flow slowly into the reaction mixture. 31.2 g of 6,11-dihydro-11-oxo-dibenzo[b,e]thiepine-2-acetic acid ethyl ester are subsequently added portionwise. After 15 minutes, the salt formation is complete. 17.0 G of methyl iodide in 100 cc of ether are add... Starting materials: CCO, CCOC(C)=O, CCOCC, O=C1NC(=O)c2c(CCCN3CCN(c4ccccc4F)CC3)cccc21, NN, O. The product is NCCCN1CCN(c2ccccc2F)CC1. Reaction SMILES: [CH3:31][CH2:32][OH:33].[CH3:34][CH2:35][O:36][C:37](=[O:38])[CH3:39].[CH3:40][CH2:41][O:42][CH2:43][CH3:44].[F:1][c:2]1[c:3]([N:8]2[CH2:9][CH2:10][N:11]([CH2:14][CH2:15][CH2:16][c:17]3[cH:18][cH:19][cH:20][c:21]4[c:26]3[C:24](=[O:25])[NH:23][C:22]4=[O:27])[CH2:12][CH2:13]2)[cH:4][cH:5][cH:6][cH:7]1.[NH2:29][NH2:30].[OH2:28]>>[F:1][c:2]1[c:3]([N:8]2[CH2:9][CH2:10][N:11]([CH2:14][CH2:15][CH2:16][NH2:29])[CH2:12][CH2:13]2)[cH:4][cH:5][cH:6][cH:7]1.